Dataset: the Open Reaction Database (ORD), a public repository of structured organic reaction records. Task: describe an organic reaction: reactants, conditions, products, and yield Reactants: NC=1N=C(C2=C(N1)N=CC(=C2)CNC2=CC=C(C(=O)N[C@@H](CCC(=O)OCC)C(=O)OCC)C=C2)N (Diethyl N-[4-[(2,4-diaminopyrido[2,3-d]pyrimidine-6-yl)methylamino]benzoyl]-L-glutamate), VII, [OH-].[Na+] (NaOH). The solvent is CS(=O)C (dimethyl sulfoxide). Reaction conditions: time 6 hour. Product: NC=1N=C(C2=C(N1)N=CC(=C2)CNC2=CC=C(C(=O)N[C@@H](CCC(=O)O)C(=O)O)C=C2)N (N-[4-[(2,4-Diaminopyrido[2,3-d]pyrimidine-6-yl)methylamino]benzoyl]-L-glutamic acid). RXN SMILES: [NH2:1][C:2]1[N:3]=[C:4]([NH2:36])[C:5]2[CH:11]=[C:10]([CH2:12][NH:13][C:14]3[CH:35]=[CH:34][C:17]([C:18]([NH:20][C@H:21]([C:29]([O:31]CC)=[O:30])[CH2:22][CH2:23][C:24]([O:26]CC)=[O:25])=[O:19])=[CH:16][CH:15]=3)[CH:9]=[N:8][C:6]=2[N:7]=1.[OH-].[Na+]>CS(C)=O>[NH2:1][C:2]1[N:3]=[C:4]([NH2:36])[C:5]2[CH:11]=[C:10]([CH2:12][NH:13][C:14]3[CH:35]=[CH:34][C:17]([C:18]([NH:20][C@H:21]([C:29]([OH:31])=[O:30])[CH2:22][CH2:23][C:24]([OH:26])=[O:25])=[O:19])=[CH:16][CH:15]=3)[CH:9]=[N:8][C:6]=2[N:7]=1 |f:1.2|. Reported procedure: A solution of the product obtained in Example 3, VII (R=H; R1 =C2H5) (359 mg, 0.724 mmol) in dimethyl sulfoxide (10 ml) under N2 was treated with 1N NaOH (1.81 ml, 1.81 mmol), stirred in a stoppered flask under N2 for 6 hours, and evaporated to dryness in vacuo at <30° C. A solution of the residue in water (18 ml) was filtered and acidified to pH 3.6 with 1N HCl. The precipitate was collected by filtration, washed with water at pH 3.6 and dried in vacuo (P2O5); yield 297 mg (87%), mp indefinite ... The reactants are CS(C)=O, CCOC(C)=O, N#Cc1ccc(N2CCCC(N3CCC(CCCO)(c4ccc(F)cc4)OC3=O)C2)nc1, [K+], [K+], O=C([O-])[O-], O, OO. Product: NC(=O)c1ccc(N2CCCC(N3CCC(CCCO)(c4ccc(F)cc4)OC3=O)C2)nc1. RXN SMILES: [CH3:42][S:43]([CH3:44])=[O:45].[CH3:46][CH2:47][O:48][C:49]([CH3:50])=[O:51].[F:1][c:2]1[cH:3][cH:4][c:5]([C:8]2([CH2:29][CH2:30][CH2:31][OH:32])[CH2:9][CH2:10][N:11]([CH:15]3[CH2:16][N:17]([c:21]4[n:22][cH:23][c:24]([C:25]#[N:26])[cH:27][cH:28]4)[CH2:18][CH2:19][CH2:20]3)[C:12](=[O:14])[O:13]2)[cH:6][cH:7]1.[K+:35].[K+:36].[O-:37][C:38]([O-:39])=[O:40].[OH2:41].[OH:33][OH:34]>>[F:1][c:2]1[cH:3][cH:4][c:5]([C:8]2([CH2:29][CH2:30][CH2:31][OH:32])[CH2:9][CH2:10][N:11]([CH:15]3[CH2:16][N:17]([c:21]4[n:22][cH:23][c:24]([C:25]([NH2:26])=[O:37])[cH:27][cH:28]4)[CH2:18][CH2:19][CH2:20]3)[C:12](=[O:14])[O:13]2)[cH:6][cH:7]1. Procedure: A mixture of 216 g (0.95 mole) of phenyl neopentyl phosphite, 134 g (0.47 mole) of tetramethyl-bisphenol-A, and 1 g of sodium methoxide were heated together in a round-bottom flask. The temperature of the reaction vessel was raised to 130° C. and a vacuum was applied. Phenol was distilled over a head temperature of 90° C. at 35 mm Hg. The temperature was raised slowly to 160° C. and the vacuum increased to 0.2 mm Hg to remove any phenol and unreacted phenyl neopentyl phosphite. The proton NMR sp... Product: C(C(C)(C)C)P(O)(O)O.C(C(C)(C)C)P(O)(O)O.CC1=C(C(=C(C(=C1O)C)C)C(C)(C)C1=CC=C(C=C1)O)C (Tetramethyl-bisphenol-A-bis(neopentyl phosphite)). RXN SMILES: [P:1]([O-:15])([O:9]CC(C)(C)C)[O:2]C1C=CC=CC=1.[CH3:16][C:17]1[C:22]([OH:23])=[C:21]([CH3:24])[C:20]([CH3:25])=[C:19]([C:26]([C:29]2[CH:34]=[CH:33][C:32]([OH:35])=[CH:31][CH:30]=2)([CH3:28])[CH3:27])[C:18]=1[CH3:36].C[O-].[Na+]>>[CH2:19]([PH:1]([OH:15])([OH:9])[OH:2])[C:26]([CH3:29])([CH3:28])[CH3:27].[CH2:19]([PH:1]([OH:15])([OH:9])[OH:2])[C:26]([CH3:29])([CH3:28])[CH3:27].[CH3:24][C:21]1[C:22]([OH:23])=[C:17]([CH3:16])[C:18]([CH3:36])=[C:19]([C:26]([C:29]2[CH:30]=[CH:31][C:32]([OH:35])=[CH:33][CH:34]=2)([CH3:28])[CH3:27])[C:20]=1[CH3:25] |f:2.3,4.5.6|. The reactants are P(OC1=CC=CC=C1)(OCC(C)(C)C)[O-] (phenyl neopentyl phosphite), CC1=C(C(=C(C(=C1O)C)C)C(C)(C)C1=CC=C(C=C1)O)C (tetramethyl-bisphenol-A), C[O-].[Na+] (sodium methoxide), hydrogens, methyl, hydrogens, hydrogens, bisphosphite, methylene. Reaction conditions: temperature 130 celsius. Reaction SMILES: [CH2:1]([CH2:2][CH2:3][CH3:4])[C:5]1=[CH:10][C:9](=[O:11])[NH:8][C:6]1=[O:7].[CH3:12][C:13](=[O:14])[OH:15].[NH2:16][c:17]1[cH:18][cH:19][cH:20][cH:21][cH:22]1.[OH2:23]>>[CH2:1]([CH2:2][CH2:3][CH3:4])[C:5]1([NH:16][c:17]2[cH:18][cH:19][cH:20][cH:21][cH:22]2)[C:6](=[O:7])[NH:8][C:9](=[O:11])[CH2:10]1. Starting materials: CCCCC1=CC(=O)NC1=O, CC(=O)O, Nc1ccccc1, O. The product is CCCCC1(Nc2ccccc2)CC(=O)NC1=O. The product is CC1=NN=C(S1)N1CCC(CC1)OC=1SC2=C(N1)C=CC(=C2)C=2CCNCC2 (2-(1-(5-methyl-1,3,4-thiadiazol-2-yl)piperidin-4-yloxy)-6-(1,2,3,6-tetrahydropyridin-4-yl)benzo[d]thiazole). The solvent is C(Cl)Cl (CH2Cl2), C(Cl)Cl (CH2Cl2). Reaction SMILES: [CH3:1][C:2]1[S:6][C:5]([N:7]2[CH2:12][CH2:11][CH:10]([O:13][C:14]3[S:15][C:16]4[CH:22]=[C:21]([C:23]5[CH2:28][CH2:27][N:26](C(OC(C)(C)C)=O)[CH2:25][CH:24]=5)[CH:20]=[CH:19][C:17]=4[N:18]=3)[CH2:9][CH2:8]2)=[N:4][N:3]=1.C(O)(C(F)(F)F)=O>C(Cl)Cl>[CH3:1][C:2]1[S:6][C:5]([N:7]2[CH2:12][CH2:11][CH:10]([O:13][C:14]3[S:15][C:16]4[CH:22]=[C:21]([C:23]5[CH2:28][CH2:27][NH:26][CH2:25][CH:24]=5)[CH:20]=[CH:19][C:17]=4[N:18]=3)[CH2:9][CH2:8]2)=[N:4][N:3]=1. Isolated yield 100.1%. Run at time 8 hour. Reactants: CC1=NN=C(S1)N1CCC(CC1)OC=1SC2=C(N1)C=CC(=C2)C2=CCN(CC2)C(=O)OC(C)(C)C (tert-butyl 4-(2-(1-(5-methyl-1,3,4-thiadiazol-2-yl)piperidin-4-yloxy)benzo[d]thiazol-6-yl)-5,6-dihydropyridine-1(2H)-carboxylate), C(=O)(C(F)(F)F)O (TFA). Procedure details: To a solution of tert-butyl 4-(2-(1-(5-methyl-1,3,4-thiadiazol-2-yl)piperidin-4-yloxy)benzo[d]thiazol-6-yl)-5,6-dihydropyridine-1(2H)-carboxylate (443 mg, 0.862 mmol) in CH2Cl2 (7 mL) at rt was added TFA (1.0 mL, 13 mmol). The reaction mixture was stirred at rt overnight. The mixture was diluted with CH2Cl2 (10 mL), washed with aq. NaOH (1 N, 15 mL), then brine. The organic layer was dried (Na2SO4), filtered, and concentrated to afford 2-(1-(5-methyl-1,3,4-thiadiazol-2-yl)piperidin-4-yloxy)-6-(1... The reactants are B(F)(F)F (BF3), FC=1C=NC(=NC1)C#N (5-fluoropyrimidine-2-carbonitrile), C1CCOC1 (THF), C(C)[Mg]Br (Ethyl magnesium bromide), C1CCOC1 (THF). The reagents and catalysts are CC([O-])C.[Ti+4].CC([O-])C.CC([O-])C.CC([O-])C (titanium isopropoxide). The solvent is O (water). Conditions: time 15 minute. The product is FC=1C=NC(=NC1)C1(CC1)N (1-(5-fluoropyrimidin-2-yl)cyclopropanamine). As a reaction SMILES: [F:1][C:2]1[CH:3]=[N:4][C:5]([C:8]#[N:9])=[N:6][CH:7]=1.[CH2:10]1COC[CH2:11]1.C([Mg]Br)C.B(F)(F)F>CC(C)[O-].[Ti+4].CC(C)[O-].CC(C)[O-].CC(C)[O-].O>[F:1][C:2]1[CH:3]=[N:4][C:5]([C:8]2([NH2:9])[CH2:11][CH2:10]2)=[N:6][CH:7]=1 |f:4.5.6.7.8|. Reported procedure: To a solution of 5-fluoropyrimidine-2-carbonitrile (200 mg, 1.6 mmol, 1 eq) in a dry THF under an argon atmosphere was added titanium isopropoxide (0.55 ml, 1.9 mmol, 1.2 eq) at ambient temperature and the reaction mixture was stirred for 15 min. Ethyl magnesium bromide (1M solution) in THF (4 ml, 4.0 mmol, 2.5 eq) was added via syringe slowly at ambient temperature. Then the reaction mixture was stirred for an hour. BF3.EtO (0.34 ml, 2.4 mmol, 1.5 eq) was added slowly through syringe to the mix... Starting materials: ClC1=CC=C(C=C1)C1=CC(=NC=C1OCC(F)(F)F)C(=O)O (4-(4-chloro-phenyl)-5-(2,2,2-trifluoro-ethoxy)-pyridine-2-carboxylic acid), CC(C)C1=CC(=NO1)CN (5-(1-methylethyl)-3-isoxazolemethanamine). The product is ClC1=CC=C(C=C1)C1=CC(=NC=C1OCC(F)(F)F)C(=O)NCC1=NOC(=C1)C(C)C (4-(4-chlorophenyl)-N-((5-isopropylisoxazol-3-yl)methyl)-5-(2,2,2-trifluoroethoxy)picolinamide). As a reaction SMILES: [Cl:1][C:2]1[CH:7]=[CH:6][C:5]([C:8]2[C:13]([O:14][CH2:15][C:16]([F:19])([F:18])[F:17])=[CH:12][N:11]=[C:10]([C:20]([OH:22])=O)[CH:9]=2)=[CH:4][CH:3]=1.[CH3:23][CH:24]([C:26]1[O:30][N:29]=[C:28]([CH2:31][NH2:32])[CH:27]=1)[CH3:25]>>[Cl:1][C:2]1[CH:3]=[CH:4][C:5]([C:8]2[C:13]([O:14][CH2:15][C:16]([F:17])([F:19])[F:18])=[CH:12][N:11]=[C:10]([C:20]([NH:32][CH2:31][C:28]3[CH:27]=[C:26]([CH:24]([CH3:25])[CH3:23])[O:30][N:29]=3)=[O:22])[CH:9]=2)=[CH:6][CH:7]=1. Procedure details: The title compound was synthesized in analogy to Example 1, using 4-(4-chloro-phenyl)-5-(2,2,2-trifluoro-ethoxy)-pyridine-2-carboxylic acid (example D) and 5-(1-methylethyl)-3-isoxazolemethanamine (CAS Registry No. 154016-49-6) as starting materials; LC-MS (UV peak area/ESI) 98.5%, 454.1122 (M+H)+. The reactants are (+)-(4aR)-(10bR)-4-H 8-bromo-10b-methyl-1,2,3,4,4a,5,6,10b-octahydrobenzo[f]quinolin-3-one, C1(=CC=CC=C1)P(C1=CC=CC=C1)C1=CC=CC=C1 (triphenyl phosphine), [OH-].[Na+] (sodium hydroxide), C1CCOC1 (THF), C(=C)C1=CC2=CC=CC=C2C=C1 (2-vinylnaphthalene), B1C2CCCC1CCC2 (9-BBN), C1CCOC1 (THF), C1CCOC1 (THF), C(O)CN (ethanolamine). Reagents/catalysts: [Pd].C1(=CC=CC=C1)P(C1=CC=CC=C1)C1=CC=CC=C1.C1(=CC=CC=C1)P(C1=CC=CC=C1)C1=CC=CC=C1.C1(=CC=CC=C1)P(C1=CC=CC=C1)C1=CC=CC=C1.C1(=CC=CC=C1)P(C1=CC=CC=C1)C1=CC=CC=C1 (tetrakis (triphenylphosphine) palladium(0)). Solvent: C(C)(=O)OCC (ethyl acetate). Reaction conditions: time 1 hour. Product: CN1C(CC[C@@]2(C3=C(CC[C@@H]12)C=C(C=C3)CCC3=CC1=CC=CC=C1C=C3)C)=O ((+)-(4aR)-(10bR)-4-methyl-8-(2-[2-naphthyl]ethyl)-10b-methyl-1,2,3,4,4a,5,6,10b-octahydrobenzo[f]quinolin-3-one). The yield is 60.0%. Reaction SMILES: [CH:1]([C:3]1[CH:12]=[CH:11][C:10]2[C:5](=[CH:6][CH:7]=[CH:8][CH:9]=2)[CH:4]=1)=[CH2:2].B1[CH:18]2[CH2:19][CH2:20][CH2:21][CH:14]1[CH2:15][CH2:16][CH2:17]2.C1(P([C:35]2[CH:40]=[CH:39]C=CC=2)C2C=CC=CC=2)C=CC=CC=1.[OH-].[Na+].C([CH2:45][NH2:46])O.[CH2:47]1C[O:50][CH2:49][CH2:48]1>[Pd].C1(P(C2C=CC=CC=2)C2C=CC=CC=2)C=CC=CC=1.C1(P(C2C=CC=CC=2)C2C=CC=CC=2)C=CC=CC=1.C1(P(C2C=CC=CC=2)C2C=CC=CC=2)C=CC=CC=1.C1(P(C2C=CC=CC=2)C2C=CC=CC=2)C=CC=CC=1.C(OCC)(=O)C>[CH3:45][N:46]1[C@H:17]2[C@@:16]([CH3:15])([C:39]3[CH:40]=[CH:35][C:14]([CH2:2][CH2:1][C:3]4[CH:12]=[CH:11][C:10]5[C:5](=[CH:6][CH:7]=[CH:8][CH:9]=5)[CH:4]=4)=[CH:21][C:20]=3[CH2:19][CH2:18]2)[CH2:47][CH2:48][C:49]1=[O:50] |f:3.4,7.8.9.10.11|. Procedure details: To a solution of 2-vinylnaphthalene (138 mg, 0.89 mmol) in 0.5 mL of THF was added 9-BBN (0.89 mmol, 1 equiv) in THF, at 0°. Let stir for 1 h, warming to 5°. To the mixture was added (+)-(4aR)-(10bR)-4-H-8-bromo-10b-methyl-1,2,3,4,4a,5,6,10b-octahydrobenzo[f]quinolin-3-one (250 mg, 0.812 mmol), triphenyl phosphine, (42 mg, 0.16 equiv.), tetrakis (triphenylphosphine) palladium(0) (19 mg, 0.02 equiv), 1 mL of 3N sodium hydroxide solution and an additional 1 mL of THF. The resulting mixture was hea...